Dataset: the Open Reaction Database (ORD), a public repository of structured organic reaction records. Task: describe an organic reaction: reactants, conditions, products, and yield Reactants: CCCC1(CC(=O)OCC)OCCc2c1[nH]c1c(C)ccc(C#N)c21, C1CCOC1, CO, [Na+], [OH-]. The product is CCCC1(CC(=O)O)OCCc2c1[nH]c1c(C)ccc(C#N)c21. As a reaction SMILES: [CH2:1]([CH3:2])[O:3][C:4]([CH2:5][C:6]1([CH2:22][CH2:23][CH3:24])[O:7][CH2:8][CH2:9][c:10]2[c:11]1[nH:12][c:13]1[c:14]([CH3:21])[cH:15][cH:16][c:17]([C:19]#[N:20])[c:18]21)=[O:25].[CH2:28]1[O:29][CH2:30][CH2:31][CH2:32]1.[CH3:33][OH:34].[Na+:27].[OH-:26]>>[O:3]=[C:4]([CH2:5][C:6]1([CH2:22][CH2:23][CH3:24])[O:7][CH2:8][CH2:9][c:10]2[c:11]1[nH:12][c:13]1[c:14]([CH3:21])[cH:15][cH:16][c:17]([C:19]#[N:20])[c:18]21)[OH:25]. Starting materials: C1(=CC=CC=C1)OC(NC=1C(=NC(=C(C1)C)C)OC)=S (Phenyl-N-(5,6-dimethyl-2-methoxypyridin-3-yl)thiocarbamate), ClC=1C=C(C=C(C1)Cl)N1CCNCC1 (1-(3,5-dichlorophenyl)piperazine). The product is CC=1C=C(C(=NC1C)OC)NC(=O)N1CCN(CC1)C1=CC(=CC(=C1)Cl)Cl (1-[(5,6-dimethyl-2-methoxypyridin-3-yl)aminocarbonyl]-4-(3,5-dichlorophenyl) piperazine). The yield is 82.0%. As a reaction SMILES: C1([O:7][C:8](=S)[NH:9][C:10]2[C:11]([O:18][CH3:19])=[N:12][C:13]([CH3:17])=[C:14]([CH3:16])[CH:15]=2)C=CC=CC=1.[Cl:21][C:22]1[CH:23]=[C:24]([N:29]2[CH2:34][CH2:33][NH:32][CH2:31][CH2:30]2)[CH:25]=[C:26]([Cl:28])[CH:27]=1>>[CH3:16][C:14]1[CH:15]=[C:10]([NH:9][C:8]([N:32]2[CH2:31][CH2:30][N:29]([C:24]3[CH:23]=[C:22]([Cl:21])[CH:27]=[C:26]([Cl:28])[CH:25]=3)[CH2:34][CH2:33]2)=[O:7])[C:11]([O:18][CH3:19])=[N:12][C:13]=1[CH3:17]. Reported procedure: Phenyl-N-(5,6-dimethyl-2-methoxypyridin-3-yl)thiocarbamate and 1-(3,5-dichlorophenyl)piperazine were reacted by the same way with the example 1 to obtain the titled compound. Starting materials: C(=O)(O)[O-].[Na+] (NaHCO3), COCCC1(O)[C@H](O)C[C@H](O1)COC(C1=CC=CC=C1)=O ((2-methoxyethyl)-5-O-benzoyl-3-deoxy-D-xylofuranose), N1C=NC=C1 (imidazole), [Si](C)(C)(C(C)(C)C)Cl (t-butyldimethylsilyl chloride). The solvent is CN(C)C=O (DMF). Run at time 3 hour. The product is COCCC1(O)[C@H](O[Si](C)(C)C(C)(C)C)C[C@H](O1)COC(C1=CC=CC=C1)=O ((2-methoxyethyl)-5-O-benzoyl-2-O-t-butyldimethylsilyl-3-deoxy-D-xylofuranose). The yield is 100.0%. As a reaction SMILES: [CH3:1][O:2][CH2:3][CH2:4][C:5]1([O:11][C@H:10]([CH2:12][O:13][C:14](=[O:21])[C:15]2[CH:20]=[CH:19][CH:18]=[CH:17][CH:16]=2)[CH2:9][C@H:7]1[OH:8])[OH:6].N1C=CN=C1.[Si:27](Cl)([C:30]([CH3:33])([CH3:32])[CH3:31])([CH3:29])[CH3:28].C([O-])(O)=O.[Na+]>CN(C=O)C>[CH3:1][O:2][CH2:3][CH2:4][C:5]1([O:11][C@H:10]([CH2:12][O:13][C:14](=[O:21])[C:15]2[CH:16]=[CH:17][CH:18]=[CH:19][CH:20]=2)[CH2:9][C@H:7]1[O:8][Si:27]([C:30]([CH3:33])([CH3:32])[CH3:31])([CH3:29])[CH3:28])[OH:6] |f:3.4|. Reported procedure: To a solution of (2-methoxyethyl)-5-O-benzoyl-3-deoxy-D-xylofuranose (example 122) (9.59 g, 32.40 mmol) and imidazole (3.980 g, 58.47 mmol) in DMF (40 mL ) at room temperature was added t-butyldimethylsilyl chloride (6.35 g, 42.12 mmol). The solution was stirred for 3 h and saturated NaHCO3 wasadded. The mixture was concentrated under vacuo. The residue was then partitioned between ether (100 mL) and water (50 mL). The aqueous phase was further extracted with ether (2×50 mL). The combined extrac... Reactants: ClN1C(CCC1=O)=O (N-chlorosuccinimide), C(CCC)C=1NC=C(N1)CO (2-butylimidazole-4-methanol). Run in C(C)(=O)OCC (ethyl acetate). Reaction conditions: time 8 hour. Product: C(CCC)C=1NC(=C(N1)CO)Cl (2-butyl-5-chloroimidazole-4-methanol). As a reaction SMILES: [Cl:1]N1C(=O)CCC1=O.[CH2:9]([C:13]1[NH:14][CH:15]=[C:16]([CH2:18][OH:19])[N:17]=1)[CH2:10][CH2:11][CH3:12]>C(OCC)(=O)C>[CH2:9]([C:13]1[NH:14][C:15]([Cl:1])=[C:16]([CH2:18][OH:19])[N:17]=1)[CH2:10][CH2:11][CH3:12]. Reported procedure: 9.52 g (0.071 mol) of N-chlorosuccinimide are introduced, at a temperature of between 0° and 5° C., into 10 g (0.065 mol) of 2-butylimidazole-4-methanol in suspension in 200 ml of ethyl acetate. The mixture is stirred overnight while maintaining this temperature. The solution is filtered and the solid is washed with 20 ml of ice-cold ethyl acetate, drained and washed with water in order to remove traces of succinimide and starting product, and then dried. Starting materials: ClCC1=CC=C(C=C1)NC(=O)C1=CC2=CC(=CC=C2CC1)C1=CC=CC=C1 (N-[4-(chloromethyl)-phenyl]-7-phenyl-3,4-dihydronaphthalene-2-carboxamide), C(#N)C=1C=NC=CC1 (3-cyanopyridine). Solvent: CN(C)C=O (DMF). Run at temperature 70 celsius, time 24 hour. Yields the product [Cl-].C(#N)C=1C=[N+](C=CC1)CC1=CC=C(C=C1)NC(=O)C1=CC2=CC(=CC=C2CC1)C1=CC=CC=C1 (3-cyano-1-[4-(7-phenyl-3,4-dihydro-naphthalene-2-carboxamido)benzyl]pyridinium chloride). The yield is 28.4%. As a reaction SMILES: [Cl:1][CH2:2][C:3]1[CH:8]=[CH:7][C:6]([NH:9][C:10]([C:12]2[CH2:21][CH2:20][C:19]3[C:14](=[CH:15][C:16]([C:22]4[CH:27]=[CH:26][CH:25]=[CH:24][CH:23]=4)=[CH:17][CH:18]=3)[CH:13]=2)=[O:11])=[CH:5][CH:4]=1.[C:28]([C:30]1[CH:31]=[N:32][CH:33]=[CH:34][CH:35]=1)#[N:29]>CN(C=O)C>[Cl-:1].[C:28]([C:30]1[CH:31]=[N+:32]([CH2:2][C:3]2[CH:8]=[CH:7][C:6]([NH:9][C:10]([C:12]3[CH2:21][CH2:20][C:19]4[C:14](=[CH:15][C:16]([C:22]5[CH:27]=[CH:26][CH:25]=[CH:24][CH:23]=5)=[CH:17][CH:18]=4)[CH:13]=3)=[O:11])=[CH:5][CH:4]=2)[CH:33]=[CH:34][CH:35]=1)#[N:29] |f:3.4|. Procedure: In DMF (3ml) was dissolved N-[4-(chloromethyl)-phenyl]-7-phenyl-3,4-dihydronaphthalene-2-carboxamide (160mg), and to the mixture was added 3-cyanopyridine (133mg). The mixture was stirred at 70° C. for 24 hours and concentrated under reduced pressure. The residue was recrystallized from ethyl acetate-methanol to give 3-cyano-1-[4-(7-phenyl-3,4-dihydro-naphthalene-2-carboxamido)benzyl]pyridinium chloride (Compound 22) (58mg) as pale orange crystals. Starting materials: [H-].[Al+3].[Li+].[H-].[H-].[H-] (Lithium aluminum hydride), solution, C(C1=CC=CC=C1)OC(N[C@@H](CC1=CC=CC=C1)C(N(C)OC)=O)=O ([(S)-1-(Methoxy-methyl-carbamoyl)-2-phenyl-ethyl]-carbamic acid benzyl ester). Solvent: C1CCOC1 (THF), C1CCOC1 (THF). Run at time 2 hour. Product: C(C1=CC=CC=C1)OC(N[C@H](C=O)CC1=CC=CC=C1)=O (((S)-1-Benzyl-2-oxo-ethyl)-carbamic acid benzyl ester). The yield is 98.5%. RXN SMILES: [H-].[Al+3].[Li+].[H-].[H-].[H-].[CH2:7]([O:14][C:15](=[O:31])[NH:16][C@H:17]([C:25](=[O:30])N(OC)C)[CH2:18][C:19]1[CH:24]=[CH:23][CH:22]=[CH:21][CH:20]=1)[C:8]1[CH:13]=[CH:12][CH:11]=[CH:10][CH:9]=1>C1COCC1>[CH2:7]([O:14][C:15](=[O:31])[NH:16][C@@H:17]([CH2:18][C:19]1[CH:24]=[CH:23][CH:22]=[CH:21][CH:20]=1)[CH:25]=[O:30])[C:8]1[CH:9]=[CH:10][CH:11]=[CH:12][CH:13]=1 |f:0.1.2.3.4.5|. Reported procedure: Lithium aluminum hydride (0.95 mL of a 1.0 M solution in THF, 0.95 mmoles) was added to a room temperature solution of [(S)-1-(Methoxy-methyl-carbamoyl)-2-phenyl-ethyl]-carbamic acid benzyl ester (0.30 g, 0.86 mmoles) in THF (10 mL). The resulting mixture was stirred at room temperature for 2 h, then was quenched by dilution with EtOAc (200 mL), and washed with 1% aqueous HCl (200 mL). The organic layer was dried (MgSO4) and concentrated in vacuo. The residue was repeatedly diluted with CH3CN (2...